Dataset: the Open Reaction Database (ORD), a public repository of structured organic reaction records. Task: describe an organic reaction: reactants, conditions, products, and yield The reactants are BrCC1=CC=C(C=C1)F (1-(bromomethyl)-4-fluorobenzene), Br.BrCC1=NC=CC=C1 (2-(bromomethyl)pyridine hydrobromide), O=C1N(CCN1)C=1C=C(C(=O)[O-])C=CN1 (2-(2-oxoimidazolidin-1-yl)isonicotinate). The product is O=C1N(CCN1CC1=NC=CC=C1)C=1C=C(C(=O)OC)C=CN1 (methyl 2-(2-oxo-3-(pyridin-2-ylmethyl)imidazolidin-1-yl)isonicotinate). The yield is 66.0%. RXN SMILES: Br[CH2:2]C1C=CC(F)=CC=1.Br.Br[CH2:12][C:13]1[CH:18]=[CH:17][CH:16]=[CH:15][N:14]=1.[O:19]=[C:20]1[NH:24][CH2:23][CH2:22][N:21]1[C:25]1[CH:26]=[C:27]([CH:31]=[CH:32][N:33]=1)[C:28]([O-:30])=[O:29]>>[O:19]=[C:20]1[N:24]([CH2:12][C:13]2[CH:18]=[CH:17][CH:16]=[CH:15][N:14]=2)[CH2:23][CH2:22][N:21]1[C:25]1[CH:26]=[C:27]([CH:31]=[CH:32][N:33]=1)[C:28]([O:30][CH3:2])=[O:29] |f:1.2|. Procedure details: Following the procedure as described in Preparation 17, making variations as required to replace 1-(bromomethyl)-4-fluorobenzene with 2-(bromomethyl)pyridine hydrobromide to react with 2-(2-oxoimidazolidin-1-yl)isonicotinate, methyl 2-(2-oxo-3-(pyridin-2-ylmethyl)imidazolidin-1-yl)isonicotinate was obtained as a colorless solid in 66% yield: mp 100-102° C.; 1H NMR (300 MHz, CDCl3) δ 8.88 (d, J=0.9 Hz, 1H), 8.55 (d, J=4.8 Hz, 1H), 8.36 (d, J=5.1 Hz, 1H), 7.70-7.64 (m, 1H), 7.46-7.44 (m, 1H), 7.34...